describe an organic reaction: reactants, conditions, products, and yield From a dataset of the Open Reaction Database (ORD), a public repository of structured organic reaction records. Starting materials: C(C1=CC=CC=C1)N1CC(C(C(C1)C)=O)(C)C (1-benzyl-3,3,5-trimethyl-4-piperidone). The reagents and catalysts are [OH-].[OH-].[Pd+2] (Pd(OH)2 on carbon). The solvent is CO (methanol), [H][H] (hydrogen). Product: CC1(CNCC(C1=O)C)C (3,3,5-trimethyl-4-piperidinone). As a reaction SMILES: C([N:8]1[CH2:13][CH:12]([CH3:14])[C:11](=[O:15])[C:10]([CH3:17])([CH3:16])[CH2:9]1)C1C=CC=CC=1>CO.[H][H].[OH-].[OH-].[Pd+2]>[CH3:16][C:10]1([CH3:17])[C:11](=[O:15])[CH:12]([CH3:14])[CH2:13][NH:8][CH2:9]1 |f:3.4.5|. Reported procedure: A mixture of 20% Pd(OH)2 on carbon (0.3 g) and 1-benzyl-3,3,5-trimethyl-4-piperidone (1.5 g, 6.5 mmol) in methanol (20 ml) was stirred in hydrogen atmosphere (1 atm.) at 30° C. for 6 hr. The catalyst was filtered off, washed with methanol and filtrate was concentrated to dryness to afford 3,3,5-trimethyl-4-piperidinone. Yield 0.8 g (88%), C8H15NO, m/z 142 (M+1).